This data is from the Open Reaction Database (ORD), a public repository of structured organic reaction records. The task is: describe an organic reaction: reactants, conditions, products, and yield Yields the product c1ccc2c(-c3ccc(OCCCNCc4ccsc4)cc3)csc2c1. RXN SMILES: [Br:1][CH2:2][CH2:3][CH2:4][O:5][c:6]1[cH:7][cH:8][c:9](-[c:12]2[c:13]3[c:14]([s:15][cH:16]2)[cH:17][cH:18][cH:19][cH:20]3)[cH:10][cH:11]1.[C:28](=[O:29])([O-:30])[O-:31].[CH3:34][C:35]#[N:36].[CH3:37][CH2:38][O:39][C:40](=[O:41])[CH3:42].[CH3:43][OH:44].[K+:32].[K+:33].[s:21]1[cH:22][c:23]([CH2:26][NH2:27])[cH:24][cH:25]1>>[CH2:2]([CH2:3][CH2:4][O:5][c:6]1[cH:7][cH:8][c:9](-[c:12]2[c:13]3[c:14]([s:15][cH:16]2)[cH:17][cH:18][cH:19][cH:20]3)[cH:10][cH:11]1)[NH:27][CH2:26][c:23]1[cH:22][s:21][cH:25][cH:24]1. Starting materials: BrCCCOc1ccc(-c2csc3ccccc23)cc1, O=C([O-])[O-], CC#N, CCOC(C)=O, CO, [K+], [K+], NCc1ccsc1.